Dataset: the Open Reaction Database (ORD), a public repository of structured organic reaction records. Task: describe an organic reaction: reactants, conditions, products, and yield The reactants are ClC1=NC(=C(C(=C1C(=O)OCC)C(=O)OCC)[N+](=O)[O-])C1=CC=CC=C1 (2-chloro-3,4-diethoxycarbonyl-5-nitro-6-phenylpyridine), N1N=CN=C1 (1H-1,2,4-triazole), N1=CC=CC=C1 (pyridine). The solvent is ClCCCl (1,2-dichloroethane). The product is C(C)OC(=O)C=1C(=NC(=C(C1C(=O)OCC)[N+](=O)[O-])C1=CC=CC=C1)N1N=CN=C1 (3,4-Diethoxycarbonyl-5-nitro-6-phenyl-2-(1,2,4-triazol-1-yl)pyridine). RXN SMILES: Cl[C:2]1[C:7]([C:8]([O:10][CH2:11][CH3:12])=[O:9])=[C:6]([C:13]([O:15][CH2:16][CH3:17])=[O:14])[C:5]([N+:18]([O-:20])=[O:19])=[C:4]([C:21]2[CH:26]=[CH:25][CH:24]=[CH:23][CH:22]=2)[N:3]=1.[NH:27]1[CH:31]=[N:30][CH:29]=[N:28]1.N1C=CC=CC=1>ClCCCl>[CH2:11]([O:10][C:8]([C:7]1[C:2]([N:27]2[CH:31]=[N:30][CH:29]=[N:28]2)=[N:3][C:4]([C:21]2[CH:26]=[CH:25][CH:24]=[CH:23][CH:22]=2)=[C:5]([N+:18]([O-:20])=[O:19])[C:6]=1[C:13]([O:15][CH2:16][CH3:17])=[O:14])=[O:9])[CH3:12]. Procedure details: A mixture of 0.379 g of 2-chloro-3,4-diethoxycarbonyl-5-nitro-6-phenylpyridine, 0.2 g of (1H-1,2,4-triazole, 0.2 ml of pyridine and 15 ml of 1,2-dichloroethane was reacted at 80° C. for 18 hours. After the reaction mixture was concentrated, the concentrate was extracted with ethyl acetate. The extract was washed with water and a saturated aqueous solution of sodium chloride and dried over sodium sulfate. After the solvent was distilled off, the residue was subjected to silica gel column chromato...